The task is: describe an organic reaction: reactants, conditions, products, and yield. This data is from the Open Reaction Database (ORD), a public repository of structured organic reaction records. Starting materials: [Ti](Cl)(Cl)(Cl)Cl (Titanium tetrachloride), [Zn] (zinc), BrCBr (dibromomethane). Run in O1CCCC1 (tetrahydrofuran). Reaction conditions: time 4 day. The product is [Ti](Cl)(Cl)(Cl)Cl.[Zn].BrCBr (Zinc - Titanium Tetrachloride Dibromomethane). RXN SMILES: [Ti:1]([Cl:5])([Cl:4])([Cl:3])[Cl:2].[Zn:6].[Br:7][CH2:8][Br:9]>O1CCCC1>[Ti:1]([Cl:5])([Cl:4])([Cl:3])[Cl:2].[Zn:6].[Br:7][CH2:8][Br:9] |f:4.5.6|. Procedure: This complex was prepared according to the procedure of L. Lombardo, Tetr. Let., 23, 4293 (1982). Titanium tetrachloride (11.5 ml, 0.105 mol) was slowly added dropwise to a stirred mixture of zinc dust (28.76 g, 0.44 mol) and dibromomethane (10.1 ml, 0.143 mol) in dry tetrahydrofuran (300 ml) at -40° under nitrogen. The mixture was warmed to 5° over 30 minutes, and then stirred at 5° for 4 days under argon. The slurry was stored at -20° under nitrogen and warmed to room temperature prior to use. Starting materials: FCC(=O)NC1=C(C(=O)NC2=C(C=C(C=C2)F)C)C=C(C=C1)[N+](=O)[O-] (N-(2-fluoroacetamido-5-nitrobenzoyl)-2-methyl-4-fluoraniline), B(F)(F)F.CCOCC (boron trifluoride etherate). Solvent: C(C)(=O)O (acetic acid). Product: FCC1=NC2=CC=C(C=C2C(N1C1=C(C=C(C=C1)F)C)=O)[N+](=O)[O-] (2-fluoromethyl-3-(2-methyl-4-fluorophenyl)-6-nitro-4(3H)-quinazolinone). Yield: 79.1%. RXN SMILES: [F:1][CH2:2][C:3]([NH:5][C:6]1[CH:22]=[CH:21][C:20]([N+:23]([O-:25])=[O:24])=[CH:19][C:7]=1[C:8]([NH:10][C:11]1[CH:16]=[CH:15][C:14]([F:17])=[CH:13][C:12]=1[CH3:18])=[O:9])=O.B(F)(F)F.CCOCC>C(O)(=O)C>[F:1][CH2:2][C:3]1[N:10]([C:11]2[CH:16]=[CH:15][C:14]([F:17])=[CH:13][C:12]=2[CH3:18])[C:8](=[O:9])[C:7]2[C:6](=[CH:22][CH:21]=[C:20]([N+:23]([O-:25])=[O:24])[CH:19]=2)[N:5]=1 |f:1.2|. Procedure details: 4.0 g of N-(2-fluoroacetamido-5-nitrobenzoyl)-2-methyl-4-fluoraniline, 3.5 g of boron trifluoride etherate and 30 ml of acetic acid are treated in the same manner as described in Example 1-(2), whereby 3.0 g of 2-fluoromethyl-3-(2-methyl-4-fluorophenyl)-6-nitro-4(3H)-quinazolinone are obtained as colorless prisms.